The task is: describe an organic reaction: reactants, conditions, products, and yield. This data is from the Open Reaction Database (ORD), a public repository of structured organic reaction records. Starting materials: O1CCN(CC1)CC1=C(C2=CC=CC=C2C=C1)O (2-morpholinomethyl-1-naphthol). Reagents/catalysts: [Pd] (Pd/C). Solvent: C(C)O (ethanol). The product is CC1=C(C2=CC=CC=C2C=C1)O (2-methyl-1-naphthol). Yield: 64.8%. RXN SMILES: O1CCN([CH2:7][C:8]2[CH:17]=[CH:16][C:15]3[C:10](=[CH:11][CH:12]=[CH:13][CH:14]=3)[C:9]=2[OH:18])CC1>[Pd].C(O)C>[CH3:7][C:8]1[CH:17]=[CH:16][C:15]2[C:10](=[CH:11][CH:12]=[CH:13][CH:14]=2)[C:9]=1[OH:18]. Reported procedure: Research Disclosure, January 1975, 27, concerns incorporated dye-forming blocked developers. In accordance with the process disclosed, a mixture of 65.7 g (0.37 mole) of 2-morpholinomethyl-1-naphthol, 15 g of 10% Pd/C, and 540 ml of ethanol was hydrogenated at ambient temperature and at an initial pressure of 62 psi. The theoretical amount of hydrogen was absorbed in approximately one hour. The catalyst was removed by filtration and the filtrate was concentrated under vacuum. The residue was tak... Starting materials: CO.Cl (MeOH hydrochloride), ClC1=NC(=NC=C1C#N)SC (4-chloro-2-(methylthio)pyrimidine-5-carbonitrile), CCN(C(C)C)C(C)C (DIEA), C(C)O (ethanol), C(C)(=O)OCC (ethyl acetate). The solvent is hexanes. Run at temperature 40 celsius. The product is OC[C@@H]1C([C@@H](C1)NC1=NC(=NC=C1C#N)SC)(C)C (4-(((1R,3S)-3-(Hydroxymethyl)-2,2-dimethylcyclobutyl)amino)-2-(methylthio)pyrimidine-5-carbonitrile). Isolated yield 96.0%. As a reaction SMILES: [CH3:1]O.Cl.Cl[C:5]1[C:10]([C:11]#[N:12])=[CH:9][N:8]=[C:7]([S:13][CH3:14])[N:6]=1.[CH3:15][CH2:16][N:17](C(C)C)C(C)C.C([O:27][CH2:28][CH3:29])(=O)C.[CH2:30](O)[CH3:31]>>[OH:27][CH2:28][C@H:29]1[CH2:15][C@@H:16]([NH:17][C:5]2[C:10]([C:11]#[N:12])=[CH:9][N:8]=[C:7]([S:13][CH3:14])[N:6]=2)[C:30]1([CH3:31])[CH3:1] |f:0.1|. Procedure: The compound isolated above, 3-amino-2,2-dimethylcyclobutyl)MeOH hydrochloride (1.0 equiv.) and 4-chloro-2-(methylthio)pyrimidine-5-carbonitrile (1.0 equiv.) were dissolved in DIEA (3.0 equiv.) and ethanol (0.4 M). The solution was heated to 40° C. for 1 h. The reaction was concentrated under reduced pressure and the yellow residue purified via biotage chromatography (0-60% ethyl acetate in hexanes, then 60% ethyl acetate in hexanes) to afford the title compound (96% yield). MS(ESI) m/z 278.6[M]... Starting materials: CCCC[N+](CCCC)(CCCC)CCCC, CC1(C)CC(Nc2nccc(Cl)n2)CC(C)(C)N1, [F-], N#Cc1cccc2cc[nH]c12. Product: CC1(C)CC(Nc2nccc(-c3c[nH]c4c(C#N)cccc34)n2)CC(C)(C)N1. RXN SMILES: [CH2:31]([N+:32]([CH2:33][CH2:34][CH2:35][CH3:36])([CH2:37][CH2:38][CH2:39][CH3:40])[CH2:41][CH2:42][CH2:43][CH3:44])[CH2:45][CH2:46][CH3:47].[Cl:12][c:13]1[n:14][c:15]([NH:19][CH:20]2[CH2:21][C:22]([CH3:28])([CH3:29])[NH:23][C:24]([CH3:26])([CH3:27])[CH2:25]2)[n:16][cH:17][cH:18]1.[F-:30].[nH:1]1[cH:2][cH:3][c:4]2[cH:5][cH:6][cH:7][c:8]([C:10]#[N:11])[c:9]12>>[nH:1]1[cH:2][c:3](-[c:13]2[n:14][c:15]([NH:19][CH:20]3[CH2:21][C:22]([CH3:28])([CH3:29])[NH:23][C:24]([CH3:26])([CH3:27])[CH2:25]3)[n:16][cH:17][cH:18]2)[c:4]2[cH:5][cH:6][cH:7][c:8]([C:10]#[N:11])[c:9]12. Starting materials: C[Si](CCOCN(C1=CC(=NC=2N1N=CC2I)OC2=CC=C(C=C2)CC(=O)OC)COCC[Si](C)(C)C)(C)C (methyl 2-(4-(7-(bis((2-(trimethylsilyl)ethoxy)methyl)amino)-3-iodopyrazolo[1,5-a]pyrimidin-5-yloxy)phenyl)acetate), Pd(dppf) Cl2, [O-]P(=O)([O-])[O-].[K+].[K+].[K+] (K3PO4), 3-quinoline, O1CCOCC1 (dioxane), CCOC(=O)C (EtOAc). Run at temperature 90 celsius. The product is C[Si](CCOCN(C1=CC(=NC=2N1N=CC2C=2C=NC1=CC=CC=C1C2)OC2=CC=C(C=C2)CC(=O)OC)COCC[Si](C)(C)C)(C)C (methyl 2-(4-(7-(bis((2-(trimethylsilyl)ethoxy)methyl)amino)-3-(quinolin-3-yl)pyrazolo[1,5-a]pyrimidin-5-yloxy)phenyl)acetate). Reaction SMILES: [CH3:1][Si:2]([CH3:39])([CH3:38])[CH2:3][CH2:4][O:5][CH2:6][N:7]([CH2:30][O:31][CH2:32][CH2:33][Si:34]([CH3:37])([CH3:36])[CH3:35])[C:8]1[N:13]2[N:14]=[CH:15][C:16](I)=[C:12]2[N:11]=[C:10]([O:18][C:19]2[CH:24]=[CH:23][C:22]([CH2:25][C:26]([O:28][CH3:29])=[O:27])=[CH:21][CH:20]=2)[CH:9]=1.[O-]P([O-])([O-])=O.[K+].[K+].[K+].O1[CH2:53][CH2:52]OCC1.CCO[C:57]([CH3:59])=O>>[CH3:1][Si:2]([CH3:39])([CH3:38])[CH2:3][CH2:4][O:5][CH2:6][N:7]([CH2:30][O:31][CH2:32][CH2:33][Si:34]([CH3:37])([CH3:36])[CH3:35])[C:8]1[N:13]2[N:14]=[CH:15][C:16]([C:16]3[CH:12]=[N:11][C:10]4[C:52]([CH:53]=3)=[CH:59][CH:57]=[CH:8][CH:9]=4)=[C:12]2[N:11]=[C:10]([O:18][C:19]2[CH:24]=[CH:23][C:22]([CH2:25][C:26]([O:28][CH3:29])=[O:27])=[CH:21][CH:20]=2)[CH:9]=1 |f:1.2.3.4|. Reported procedure: Under Ar, compound, methyl 2-(4-(7-(bis((2-(trimethylsilyl)ethoxy)methyl)amino)-3-iodopyrazolo[1,5-a]pyrimidin-5-yloxy)phenyl)acetate (180 mg, 0.26 mmol) was mixed with Pd(dppf) Cl2 (21 mg, 0.26 mmol, K3PO4 (106 mg, 0.5 mmol), 3-quinoline bornic acid (55 mg, 0.31 mmol) and dioxane (10 mL with 1 ml water). The resulting mixture was heated at 90° C. and stirred over night. After cooled to room temperature, the mixture was diluted with EtOAc (60 mL) and filtered through celite. After concentration,...